This data is from the Open Reaction Database (ORD), a public repository of structured organic reaction records. The task is: describe an organic reaction: reactants, conditions, products, and yield Starting materials: COC(=O)C(=Cc1cccc2ccccc12)NC(=O)OCc1ccccc1, C=CC(=O)[O-], CC(C)(C)OC(=O)NCCS. The product is COC(=O)C(NC(=O)OCc1ccccc1)C(SCCNC(=O)OC(C)(C)C)c1cccc2ccccc12. RXN SMILES: [CH2:1]([c:2]1[cH:3][cH:4][cH:5][cH:6][cH:7]1)[O:8][C:9](=[O:10])[NH:11][C:12]([C:13](=[O:14])[O:15][CH3:16])=[CH:17][c:18]1[cH:19][cH:20][cH:21][c:22]2[cH:23][cH:24][cH:25][cH:26][c:27]12.[O-:28][C:29]([CH:30]=[CH2:31])=[O:32].[SH:33][CH2:34][CH2:35][NH:36][C:37]([O:38][C:39]([CH3:40])([CH3:41])[CH3:42])=[O:43]>>[CH2:1]([c:2]1[cH:3][cH:4][cH:5][cH:6][cH:7]1)[O:8][C:9](=[O:10])[NH:11][CH:12]([C:13](=[O:14])[O:15][CH3:16])[CH:17]([c:18]1[cH:19][cH:20][cH:21][c:22]2[cH:23][cH:24][cH:25][cH:26][c:27]12)[S:33][CH2:34][CH2:35][NH:36][C:37]([O:38][C:39]([CH3:40])([CH3:41])[CH3:42])=[O:43]. The reactants are CCn1cnc2c1CCN(c1ncccc1[N+](=O)[O-])C2, CCN1CNC2=C1CN(c1ncccc1[N+](=O)[O-])CC2, C=O. Product: CCn1c(CO)nc2c1CCN(c1ncccc1[N+](=O)[O-])C2. RXN SMILES: [CH2:1]([CH3:2])[n:3]1[cH:4][n:5][c:6]2[c:11]1[CH2:10][CH2:9][N:8]([c:12]1[n:13][cH:14][cH:15][cH:16][c:17]1[N+:18](=[O:19])[O-:20])[CH2:7]2.[CH2:21]([N:22]1[C:23]2=[C:37]([CH2:36][CH2:35][N:25]([c:26]3[c:27]([N+:28]([O-:29])=[O:30])[cH:31][cH:32][cH:33][n:34]3)[CH2:24]2)[NH:38][CH2:39]1)[CH3:40].[CH2:41]=[O:42]>>[CH2:1]([CH3:2])[n:3]1[c:4]([CH2:41][OH:42])[n:5][c:6]2[c:11]1[CH2:10][CH2:9][N:8]([c:12]1[n:13][cH:14][cH:15][cH:16][c:17]1[N+:18](=[O:19])[O-:20])[CH2:7]2. The reactants are C1(CCCC1)CC(C(=O)O)N1N=CC(=CC1=O)OC1=C(C=CC=C1)N1CCOCC1 (3-cyclopentyl-2-[4-(2-morpholin-4-yl-phenoxy)-6-oxo-6H-pyridazin-1-yl]-propionic acid), NC1=NN(C=C1)CC(C)(O)C (1-(3-amino-pyrazol-1-yl)-2-methyl-propan-2-ol), C1(CCCC1)CC(C(=O)O)N1N=CC(=CC1=O)OC1=C(C=CC=C1)N1CCOCC1 (3-cyclopentyl-2-[4-(2-morpholin-4-yl-phenoxy)-6-oxo-6H-pyridazin-1-yl]-propionic acid), NC1=NN(C=C1)CC(C)(O)C (1-(3-amino-pyrazol-1-yl)-2-methyl-propan-2-ol). The product is C1(CCCC1)CC(C(=O)NC1=NN(C=C1)CC(C)(C)O)N1N=CC(=CC1=O)OC1=C(C=CC=C1)N1CCOCC1 (3-cyclopentyl-N-[1-(2-hydroxy-2-methyl-propyl)-1H-pyrazol-3-yl]-2-[4-(2-morpholin-4-yl-phenoxy)-6-oxo-6H-pyridazin-1-yl]-propionamide). The yield is 51.0%. As a reaction SMILES: [CH:1]1([CH2:6][CH:7]([N:11]2[C:16](=[O:17])[CH:15]=[C:14]([O:18][C:19]3[CH:24]=[CH:23][CH:22]=[CH:21][C:20]=3[N:25]3[CH2:30][CH2:29][O:28][CH2:27][CH2:26]3)[CH:13]=[N:12]2)[C:8](O)=[O:9])[CH2:5][CH2:4][CH2:3][CH2:2]1.[NH2:31][C:32]1[CH:36]=[CH:35][N:34]([CH2:37][C:38]([CH3:41])([OH:40])[CH3:39])[N:33]=1>>[CH:1]1([CH2:6][CH:7]([N:11]2[C:16](=[O:17])[CH:15]=[C:14]([O:18][C:19]3[CH:24]=[CH:23][CH:22]=[CH:21][C:20]=3[N:25]3[CH2:30][CH2:29][O:28][CH2:27][CH2:26]3)[CH:13]=[N:12]2)[C:8]([NH:31][C:32]2[CH:36]=[CH:35][N:34]([CH2:37][C:38]([OH:40])([CH3:39])[CH3:41])[N:33]=2)=[O:9])[CH2:2][CH2:3][CH2:4][CH2:5]1. Procedure: Using the method described in Example 17, 3-cyclopentyl-2-[4-(2-morpholin-4-yl-phenoxy)-6-oxo-6H-pyridazin-1-yl]-propionic acid (Intermediate 53) and 1-(3-amino-pyrazol-1-yl)-2-methyl-propan-2-ol (Intermediate 1) afforded 3-cyclopentyl-N-[1-(2-hydroxy-2-methyl-propyl)-1H-pyrazol-3-yl]-2-[4-(2-morpholin-4-yl-phenoxy)-6-oxo-6H-pyridazin-1-yl]-propionamide as a white solid (0.61 g, 51%); ES+-HRMS m/e calcd for C29H38N6O5 [M+H+] 551.2977 found 551.2976. 1H-NMR (300 MHz, DMSO-d6) δ ppm 1.05 (s, 3H), ... Product: CC1=CC=C(C(=O)NCC(=O)C=2OC=CC2)C=C1 (N-(4-methylbenzoyl)-(2-furylcarbonyl)methylamine). Procedure: 8.0 g of (2-furylcarbonyl)methylamine hydrochloride, 10.5 g of sodium bicarbonate and 9.2 g of 4-methylbenzoyl chloride are treated in the same manner as described in Preparation 1-(1). 10.0 g of N-(4-methylbenzoyl)-(2-furylcarbonyl)methylamine are thereby obtained. Yield: 83.3% The yield is 83.0%. Starting materials: Cl.O1C(=CC=C1)C(=O)CN ((2-furylcarbonyl)methylamine hydrochloride), C([O-])(O)=O.[Na+] (sodium bicarbonate), CC1=CC=C(C(=O)Cl)C=C1 (4-methylbenzoyl chloride). As a reaction SMILES: Cl.[O:2]1[CH:6]=[CH:5][CH:4]=[C:3]1[C:7]([CH2:9][NH2:10])=[O:8].C(=O)(O)[O-].[Na+].[CH3:16][C:17]1[CH:25]=[CH:24][C:20]([C:21](Cl)=[O:22])=[CH:19][CH:18]=1>>[CH3:16][C:17]1[CH:25]=[CH:24][C:20]([C:21]([NH:10][CH2:9][C:7]([C:3]2[O:2][CH:6]=[CH:5][CH:4]=2)=[O:8])=[O:22])=[CH:19][CH:18]=1 |f:0.1,2.3|. Starting materials: BrC=1C=CC2=C(C(CO2)(C)C)C1 (5-bromo-3,3-dimethyl-2,3-dihydro-benzofuran), BrC=1C=CC2=C(C(CO2)(C)C)C1 (5-bromo-3,3-dimethyl-2,3-dihydro-benzofuran), O (water), ClC(Cl)OC(Cl)Cl (dichloromethyl ether). Reagents/catalysts: [Ti](Cl)(Cl)(Cl)Cl (titanium tetrachloride). The solvent is ClCCl (dichloromethane). Product: BrC=1C=C(C2=C(C(CO2)(C)C)C1)C=O (5-Bromo-3,3-dimethyl-2,3-dihydrobenzofuran-7-carbaldehyde). Yield: 62.4%. Reaction SMILES: [Br:1][C:2]1[CH:3]=[CH:4][C:5]2[O:9][CH2:8][C:7]([CH3:11])([CH3:10])[C:6]=2[CH:12]=1.Cl[CH:14]([O:16]C(Cl)Cl)Cl.O>ClCCl.[Ti](Cl)(Cl)(Cl)Cl>[Br:1][C:2]1[CH:3]=[C:4]([CH:14]=[O:16])[C:5]2[O:9][CH2:8][C:7]([CH3:10])([CH3:11])[C:6]=2[CH:12]=1. Procedure details: To a stirred, cooled (ice-bath) solution of 5-bromo-3,3-dimethyl-2,3-dihydrobenzofuran (Intermediate 2, 0.4 g, 1.57 mmol) in anhydrous dichloromethane(4 mL), titanium tetrachloride (0.172 mL, 1.57 mmol) was added followed by dichloromethyl ether (0.14 mL, 1.57 mmol). The reaction mixture was allowed to warm to room temperature and at the end of 3 hr, the reaction mixture was poured into iced water and extracted with diethyl ether. The organic phase was washed with brine, dried over anhydrous sod... Yield: 25.3%. Product: NC=1SC=C(N1)/C(/C(=O)NC1[C@@H]2N(C(=C(CS2)CC2CCCO2)C(=S)OCOC(C(C)(C)C)=O)C1=O)=N/O (pivaloyloxymethyl 7-[(Z)-2-(2-aminothiazol-4-yl)-2-hydroxyiminoacetamido]-3-tetrahydrofurfurylthio-3-cephem-4-carboxylate). Reaction SMILES: [NH2:1][C:2]1[S:3][CH:4]=[C:5](/[C:7](=[N:29]/[OH:30])/[C:8]([NH:10][CH:11]2[C:27](=[O:28])[N:13]3[C:14]([C:24]([O-:26])=[S:25])=[C:15]([CH2:18][CH:19]4[O:23][CH2:22][CH2:21][CH2:20]4)[CH2:16][S:17][C@H:12]23)=[O:9])[N:6]=1.[Na+].[C:32]([O:38][CH2:39]I)(=[O:37])[C:33]([CH3:36])([CH3:35])[CH3:34]>>[NH2:1][C:2]1[S:3][CH:4]=[C:5](/[C:7](=[N:29]/[OH:30])/[C:8]([NH:10][CH:11]2[C:27](=[O:28])[N:13]3[C:14]([C:24]([O:26][CH2:39][O:38][C:32](=[O:37])[C:33]([CH3:36])([CH3:35])[CH3:34])=[S:25])=[C:15]([CH2:18][CH:19]4[O:23][CH2:22][CH2:21][CH2:20]4)[CH2:16][S:17][C@H:12]23)=[O:9])[N:6]=1 |f:0.1|. Reactants: NC=1SC=C(N1)/C(/C(=O)NC1[C@@H]2N(C(=C(CS2)CC2CCCO2)C(=S)[O-])C1=O)=N/O.[Na+] (Sodium 7-[(Z)-2-(2-aminothiazol-4-yl)-2-hydroxyiminoacetamido]-3-tetrahydrofurfurylthio-3-cephem-4-carboxylate), C(C(C)(C)C)(=O)OCI (iodomethyl pivalate). Reported procedure: Sodium 7-[(Z)-2-(2-aminothiazol-4-yl)-2-hydroxyiminoacetamido]-3-tetrahydrofurfurylthio-3-cephem-4-carboxylate (50 mg) was reacted with iodomethyl pivalate (36 mg) and post-treated in the same manner as in Example 4, yielding the titled compound (15 mg; 25%) as colorless crystals. The reactants are ClC=1N=CN(C1C(=O)NCC1=C(C(=C(C=C1)Cl)OC1=CC(=CC(=C1)CC)Cl)F)COCC[Si](C)(C)C (4-chloro-N-({4-chloro-3-[(3-chloro-5-ethylphenyl)oxy]-2-fluorophenyl}methyl)-1-({[2-(trimethylsilyl)ethyl]oxy}methyl)-1H-imidazole-5-carboxamide), C(=O)(C(F)(F)F)O (TFA). The solvent is C(Cl)Cl (DCM). Run at time 5 hour. The product is ClC=1N=CNC1C(=O)NCC1=C(C(=C(C=C1)Cl)OC1=CC(=CC(=C1)CC)Cl)F (4-chloro-N-({4-chloro-3-[(3-chloro-5-ethylphenyl)oxy]-2-fluorophenyl}methyl)-1H-imidazole-5-carboxamide). Yield: 56.3%. RXN SMILES: [Cl:1][C:2]1[N:3]=[CH:4][N:5](COCC[Si](C)(C)C)[C:6]=1[C:7]([NH:9][CH2:10][C:11]1[CH:16]=[CH:15][C:14]([Cl:17])=[C:13]([O:18][C:19]2[CH:24]=[C:23]([CH2:25][CH3:26])[CH:22]=[C:21]([Cl:27])[CH:20]=2)[C:12]=1[F:28])=[O:8].C(O)(C(F)(F)F)=O>C(Cl)Cl>[Cl:1][C:2]1[N:3]=[CH:4][NH:5][C:6]=1[C:7]([NH:9][CH2:10][C:11]1[CH:16]=[CH:15][C:14]([Cl:17])=[C:13]([O:18][C:19]2[CH:24]=[C:23]([CH2:25][CH3:26])[CH:22]=[C:21]([Cl:27])[CH:20]=2)[C:12]=1[F:28])=[O:8]. Procedure details: To a solution of 4-chloro-N-({4-chloro-3-[(3-chloro-5-ethylphenyl)oxy]-2-fluorophenyl}methyl)-1-({[2-(trimethylsilyl)ethyl]oxy}methyl)-1H-imidazole-5-carboxamide (64 mg, 0.112 mmol) in DCM (5 ml) was added TFA (2.0 ml) and the reaction mixture was stirred for 5 hours at room temperature. The reaction was quenched with saturated sodium bicarbonate and the organic layer was separated. The solvent was removed and the crude material was purified via silica gel chromatography to give 4-chloro-N-({4-c... Starting materials: COc1cc2c(nc1OC)c(-c1cc3c(Cl)ccnc3n1S(=O)(=O)c1ccc(C)cc1)cn2CCN1CCN(C)CC1, [K+], [OH-]. Yields the product COc1cc2c(nc1OC)c(-c1cc3c(Cl)ccnc3[nH]1)cn2CCN1CCN(C)CC1. As a reaction SMILES: [Cl:1][c:2]1[c:3]2[c:4]([n:5][cH:6][cH:7]1)[n:8]([S:33]([c:34]1[cH:35][cH:36][c:37]([CH3:38])[cH:39][cH:40]1)(=[O:41])=[O:42])[c:9](-[c:11]1[cH:12][n:13]([CH2:24][CH2:25][N:26]3[CH2:27][CH2:28][N:29]([CH3:32])[CH2:30][CH2:31]3)[c:14]3[c:15]1[n:16][c:17]([O:22][CH3:23])[c:18]([O:20][CH3:21])[cH:19]3)[cH:10]2.[K+:44].[OH-:43]>>[Cl:1][c:2]1[c:3]2[c:4]([n:5][cH:6][cH:7]1)[nH:8][c:9](-[c:11]1[cH:12][n:13]([CH2:24][CH2:25][N:26]3[CH2:27][CH2:28][N:29]([CH3:32])[CH2:30][CH2:31]3)[c:14]3[c:15]1[n:16][c:17]([O:22][CH3:23])[c:18]([O:20][CH3:21])[cH:19]3)[cH:10]2. The reactants are CCn1ncc2c(NC3CCOCC3)c(C(N)=O)cnc21, C1CCOC1. Product: CCn1ncc2c(NC3CCOCC3)c(C#N)cnc21. As a reaction SMILES: [CH2:1]([CH3:2])[n:3]1[n:4][cH:5][c:6]2[c:7]1[n:8][cH:9][c:10]([C:19](=[O:20])[NH2:21])[c:11]2[NH:12][CH:13]1[CH2:14][CH2:15][O:16][CH2:17][CH2:18]1.[CH2:22]1[O:23][CH2:24][CH2:25][CH2:26]1>>[CH2:1]([CH3:2])[n:3]1[n:4][cH:5][c:6]2[c:7]1[n:8][cH:9][c:10]([C:19]#[N:21])[c:11]2[NH:12][CH:13]1[CH2:14][CH2:15][O:16][CH2:17][CH2:18]1.